Dataset: the Open Reaction Database (ORD), a public repository of structured organic reaction records. Task: describe an organic reaction: reactants, conditions, products, and yield Reactants: BrC1=C(N)C=CC(=C1)CCCCC (2-bromo-4-pentylaniline), [N+](=O)([O-])C=1C=C(C=CC1)B(O)O (3-nitrobenzene boronic acid). The product is [N+](=O)([O-])C=1C=C(C=CC1)C1=C(N)C=CC(=C1)CCCCC (2-(3-nitrophenyl)-4-pentylaniline). Reaction SMILES: Br[C:2]1[CH:8]=[C:7]([CH2:9][CH2:10][CH2:11][CH2:12][CH3:13])[CH:6]=[CH:5][C:3]=1[NH2:4].[N+:14]([C:17]1[CH:18]=[C:19](B(O)O)[CH:20]=[CH:21][CH:22]=1)([O-:16])=[O:15]>>[N+:14]([C:17]1[CH:22]=[C:21]([C:2]2[CH:8]=[C:7]([CH2:9][CH2:10][CH2:11][CH2:12][CH3:13])[CH:6]=[CH:5][C:3]=2[NH2:4])[CH:20]=[CH:19][CH:18]=1)([O-:16])=[O:15]. Procedure details: 2-bromo-4-pentylaniline and 3-nitrobenzene boronic acid can be combined to form 2-(3-nitrophenyl)-4-pentylaniline, Reactants: C(C)(C)(C)C1=CC=C(C=N1)C(C)N ([1-(6-tert-butylpyridin-3-yl)ethyl]amine), C(C)(C)(C)C1=NC(=C(C#N)C=C1)Cl (6-tert-butyl-2-chloronicotinonitrile), C(C)(C)(C)C1=NC(=C(C#N)C=C1)Cl (6-tert-butyl-2-chloronicotinonitrile), C[Mg+].[Br-] (MeMgBr), [BH4-].[Na+] (NaBH4). Yields the product C(C)(C)(C)C1=CC=C(C(=N1)Cl)C(C)N ([1-(6-tert-butyl-2-chloropyridin-3-yl)ethyl]amine). Reaction SMILES: [C:1]([C:5]1[N:10]=[CH:9][C:8]([CH:11]([NH2:13])[CH3:12])=[CH:7][CH:6]=1)([CH3:4])([CH3:3])[CH3:2].C(C1C=CC(C#N)=C([Cl:26])N=1)(C)(C)C.C[Mg+].[Br-].[BH4-].[Na+]>>[C:1]([C:5]1[N:10]=[C:9]([Cl:26])[C:8]([CH:11]([NH2:13])[CH3:12])=[CH:7][CH:6]=1)([CH3:4])([CH3:2])[CH3:3] |f:2.3,4.5|. Reported procedure: The title compound was synthesized according to the procedure described for the synthesis of [1-(6-tert-butylpyridin-3-yl)ethyl]amine starting from 6-tert-butyl-2-chloronicotinonitrile (intermediate 22) (2.0 g, 10.3 mmol), MeMgBr (18 ml, 25.7 mmol) and NaBH4 (970 mg, 25.7 mmol). The resulting material was used crude in the following coupling step. (Yield: 1.76 g, 79%) 1H NMR (400 MHz, CDCl3) δ ppm 1.34 (s, 9 H) 1.39 (d, J=6.64 Hz, 3 H) 4.47 (q, J=6.64 Hz, 1 H) 7.26 (d, J=8.01 Hz, 1 H) 7.78 (d, J... Reactants: C(C=C)OC(=O)N1[C@@H](C[C@H](C1)OS(=O)(=O)C)CCOS(=O)(=O)C ((2R,4R)-1-allyloxycarbonyl-4-methanesulfonyloxy-2-{2-(methanesulfonyloxy)ethyl}pyrrolidine), C(=O)C=1N=CNC1 (4-formylimidazole), CC(C)([O-])C.[K+] (potassium t-butoxide), O (water). Run in CN(C=O)C (N,N-dimethylformamide). Reaction conditions: time 2 hour. The product is C(C=C)OC(=O)N1[C@@H](C[C@H](C1)OS(=O)(=O)C)CCN1C=NC=C1C=O ((2R,4R)-1-allyloxycarbonyl-4-methanesulfonyloxy-2-{2-(5-formylimidazol-1-yl)ethyl}pyrrolidine). Isolated yield 36.6%. RXN SMILES: [CH2:1]([O:4][C:5]([N:7]1[CH2:11][C@H:10]([O:12][S:13]([CH3:16])(=[O:15])=[O:14])[CH2:9][C@H:8]1[CH2:17][CH2:18]OS(C)(=O)=O)=[O:6])[CH:2]=[CH2:3].[CH:24]([C:26]1[N:27]=[CH:28][NH:29][CH:30]=1)=[O:25].CC(C)([O-])C.[K+].O>CN(C)C=O>[CH2:1]([O:4][C:5]([N:7]1[CH2:11][C@H:10]([O:12][S:13]([CH3:16])(=[O:14])=[O:15])[CH2:9][C@H:8]1[CH2:17][CH2:18][N:27]1[C:26]([CH:24]=[O:25])=[CH:30][N:29]=[CH:28]1)=[O:6])[CH:2]=[CH2:3] |f:2.3|. Procedure: To a solution of (2R,4R)-1-allyloxycarbonyl-4-methanesulfonyloxy-2-{2-(methanesulfonyloxy)ethyl}pyrrolidine (38.8 g) in N,N-dimethylformamide (380 ml) were added 4-formylimidazole (13.0 g) and potassium t-butoxide (15.2 g) and the mixture was stirred at 50°-60° C. for 2 hours. The reaction mixture was poured into water (600 ml) and extracted three times with ethyl acetate (400 ml). The extract was washed with saturated aqueous sodium chloride, dried over magnesium sulfate and evaporated in vacuo... Starting materials: C(C)(=O)O (Acetic acid), CC(CC=1N=C(NC1)C(CC1=CC=C(C=C1)C=1C=NNC1)N)(CC)C (1-[4-(2,2-dimethylbutyl)-1H-imidazol-2-yl]-2-[4-(1H-pyrazol-4-yl)phenyl]ethanamine), Cl.CN(CCCN=C=NCC)C (1-[3-(dimethylamino) propyl]-3-ethylcarbodiimide hydrochloride), ON1N=NC2=C1C=CC=C2 (1-hydroxybenzotriazole), C([O-])(O)=O.[Na+] (sodium bicarbonate). Solvent: O (water), C(Cl)Cl (methylene chloride), CN(C=O)C (N,N-dimethylformamide). Run at time 8 hour. Yields the product C(C)(=O)N1N=CC(=C1)C1=CC=C(C=C1)CC(C=1NC=C(N1)CC(CC)(C)C)NC(C)=O (N-{2-[4-(1-acetyl-1H-pyrazol-4-yl)phenyl]-1-[4-(2,2-dimethylbutyl)-1H-imidazol-2-yl]ethyl}acetamide). RXN SMILES: [C:1]([OH:4])(=O)[CH3:2].[CH3:5][C:6]([CH3:29])([CH2:27][CH3:28])[CH2:7][C:8]1[N:9]=[C:10]([CH:13]([NH2:26])[CH2:14][C:15]2[CH:20]=[CH:19][C:18]([C:21]3[CH:22]=[N:23][NH:24][CH:25]=3)=[CH:17][CH:16]=2)[NH:11][CH:12]=1.Cl.CN(C)CCCN=C=N[CH2:39][CH3:40].[OH:42]N1C2C=CC=CC=2N=N1.C(=O)(O)[O-].[Na+]>C(Cl)Cl.CN(C)C=O.O>[C:39]([N:24]1[CH:25]=[C:21]([C:18]2[CH:17]=[CH:16][C:15]([CH2:14][CH:13]([NH:26][C:1](=[O:4])[CH3:2])[C:10]3[NH:11][CH:12]=[C:8]([CH2:7][C:6]([CH3:29])([CH3:5])[CH2:27][CH3:28])[N:9]=3)=[CH:20][CH:19]=2)[CH:22]=[N:23]1)(=[O:42])[CH3:40] |f:2.3,5.6|. Procedure: Acetic acid (8 mL, 0.014 mmol) was added to an ambient temperature solution of 1-[4-(2,2-dimethyl-butyl)-1H-imidazol-2-yl]-2-[4-(1H-pyrazol-4-yl)phenyl]ethanamine (Example 37) (23 mg, 0.007 mmol), 1-[3-(dimethylamino) propyl]-3-ethylcarbodiimide hydrochloride (26 mg, 0.014 mmol), 1-hydroxybenzotriazole (18 mg, 0.014 mmol) and sodium bicarbonate (57 mg, 0.07 mmol) in methylene chloride (5 mL) and N,N-dimethylformamide (0.5 mL). After stirring at ambient temperature overnight, the reaction mixture...